describe an organic reaction: reactants, conditions, products, and yield From a dataset of the Open Reaction Database (ORD), a public repository of structured organic reaction records. Reactants: ClCCCC(=O)C1=CC=CC=C1 (4-chlorobutyrophenone), N1=C(C=CC=C1)CCNC(NN)=S (4-(2-(2-pyridyl)ethyl)-3-thiosemicarbazide). The solvent is C(C)O (ethanol). Reaction conditions: temperature 75 celsius, time 8 hour. The product is C1(=CC=CC=C1)C(CCCCl)=NNC(NCCC1=NC=CC=C1)=S (2-[1-Phenyl-4-chloro-butylidene]-N-[2-(pyridin-2-yl)ethyl]-hydrazinecarbothioamide). Isolated yield 117.2%. RXN SMILES: [Cl:1][CH2:2][CH2:3][CH2:4][C:5]([C:7]1[CH:12]=[CH:11][CH:10]=[CH:9][CH:8]=1)=O.[N:13]1[CH:18]=[CH:17][CH:16]=[CH:15][C:14]=1[CH2:19][CH2:20][NH:21][C:22](=[S:25])[NH:23][NH2:24]>C(O)C>[C:7]1([C:5](=[N:24][NH:23][C:22](=[S:25])[NH:21][CH2:20][CH2:19][C:14]2[CH:15]=[CH:16][CH:17]=[CH:18][N:13]=2)[CH2:4][CH2:3][CH2:2][Cl:1])[CH:12]=[CH:11][CH:10]=[CH:9][CH:8]=1. Procedure: A mixture of 4-chlorobutyrophenone (8.5 mL, 53 mmol) and 4-(2-(2-pyridyl)ethyl)-3-thiosemicarbazide (9.5 g, 48 mmol) in 400 mL of ethanol was heated under a nitrogen atmosphere to 75° C. and then at that temperature for 24 hours (overnight). The solvent was removed under reduced pressure to give 20.3 g of a yellow oil. This oil was triturated with EtOAc to separate the desired product from the thiosemicarbazide. The ethyl acetate was removed under reduced pressure and the residue chromatographed... Reactants: O=C(c1cccc(-c2ccccc2)n1)c1ccccc1OCc1ccccc1, C1CCOC1, O. Yields the product CC(O)(c1cccc(-c2ccccc2)n1)c1ccccc1OCc1ccccc1. Reaction SMILES: [CH2:1]([c:2]1[cH:3][cH:4][cH:5][cH:6][cH:7]1)[O:8][c:9]1[c:10]([C:15](=[O:16])[c:17]2[n:18][c:19](-[c:23]3[cH:24][cH:25][cH:26][cH:27][cH:28]3)[cH:20][cH:21][cH:22]2)[cH:11][cH:12][cH:13][cH:14]1.[CH2:30]1[O:31][CH2:32][CH2:33][CH2:34]1.[OH2:29]>>[CH2:1]([c:2]1[cH:3][cH:4][cH:5][cH:6][cH:7]1)[O:8][c:9]1[c:10]([C:15]([OH:16])([c:17]2[n:18][c:19](-[c:23]3[cH:24][cH:25][cH:26][cH:27][cH:28]3)[cH:20][cH:21][cH:22]2)[CH3:30])[cH:11][cH:12][cH:13][cH:14]1. Starting materials: CCCCOc1ccc(OC)cc1Br, C1COCCO1, CC1(C)OBOC1(C)C, CC(=O)[O-], CC(=O)[O-], [Pd+2]. RXN SMILES: [Br:1][c:2]1[c:3]([O:10][CH2:11][CH2:12][CH2:13][CH3:14])[cH:4][cH:5][c:6]([O:8][CH3:9])[cH:7]1.[CH2:24]1[O:25][CH2:26][CH2:27][O:28][CH2:29]1.[CH3:15][C:16]1([CH3:23])[O:17][BH:18][O:19][C:20]1([CH3:21])[CH3:22].[O-:31][C:32]([CH3:33])=[O:34].[O-:35][C:36]([CH3:37])=[O:38].[Pd+2:30]>>[c:2]1([B:18]2[O:17][C:16]([CH3:15])([CH3:23])[C:20]([CH3:21])([CH3:22])[O:19]2)[c:3]([O:10][CH2:11][CH2:12][CH2:13][CH3:14])[cH:4][cH:5][c:6]([O:8][CH3:9])[cH:7]1. Yields the product CCCCOc1ccc(OC)cc1B1OC(C)(C)C(C)(C)O1. The reactants are powder, BrC1=CC2=C(N(C=N2)CC2=CC3=C(N=C(S3)N[C@H]3[C@@H](CCCC3)O)C=C2)C=C1 ((1R,2R)-2-((6-((5-bromo-1H-benzo[d]imidazol-1-yl)methyl)benzo[d]thiazol-2-yl)amino)cyclohexanol), BrC=1C(=CC2=C(N(C=N2)CC2=CC3=C(N=C(S3)N[C@H]3[C@@H](CCCC3)O)C=C2)C1)OC ((1R,2R)-2-((6-((6-bromo-5-methoxy-1H-benzo[d]imidazol-1-yl)methyl)benzo[d]thiazol-2-yl)amino)cyclohexanol). Product: O[C@H]1[C@@H](CCCC1)NC=1SC2=C(N1)C=CC(=C2)CN2C=NC1=C2C=CC(=C1)C#N (1-((2-(((1R,2R)-2-Hydroxycyclohexyl)amino)benzo[d]thiazol-6-yl)methyl)-1H-benzo[d]imidazole-5-carbonitrile). As a reaction SMILES: Br[C:2]1[CH:28]=[CH:27][C:5]2[N:6]([CH2:9][C:10]3[CH:26]=[CH:25][C:13]4[N:14]=[C:15]([NH:17][C@@H:18]5[CH2:23][CH2:22][CH2:21][CH2:20][C@H:19]5[OH:24])[S:16][C:12]=4[CH:11]=3)[CH:7]=[N:8][C:4]=2[CH:3]=1.BrC1C(OC)=CC2N=C[N:35](CC3C=CC4N=C(N[C@@H]5CCCC[C@H]5O)SC=4C=3)[C:34]=2C=1>>[OH:24][C@@H:19]1[CH2:20][CH2:21][CH2:22][CH2:23][C@H:18]1[NH:17][C:15]1[S:16][C:12]2[CH:11]=[C:10]([CH2:9][N:6]3[C:5]4[CH:27]=[CH:28][C:2]([C:34]#[N:35])=[CH:3][C:4]=4[N:8]=[CH:7]3)[CH:26]=[CH:25][C:13]=2[N:14]=1. Procedure details: 1-((2-(((1R,2R)-2-Hydroxycyclohexyl)amino)benzo[d]thiazol-6-yl)methyl)-1H-benzo[d]imidazole-5-carbonitrile was synthesized as a white powder (32 mg, 6%) using a procedure analogous to that described in Step 1 of Example 53, substituting (1R,2R)-2-((6-((5-bromo-1H-benzo[d]imidazol-1-yl)methyl)benzo[d]thiazol-2-yl)amino)cyclohexanol from the previous step for (1R,2R)-2-((6-((6-bromo-5-methoxy-1H-benzo[d]imidazol-1-yl)methyl)benzo[d]thiazol-2-yl)amino)cyclohexanol used in Example 53. The product wa... The reactants are N (ammonia), C(=O)(O)C1CC(N(C1)CC1=CC=C(C=C1)Cl)=O (4-carboxy-1-(4-chlorobenzyl)pyrrolidin-2-one), CCN=C=NCCCN(C)C (EDCI), C=1C=CC2=C(C1)N=NN2O (HOBt). Solvent: ClCCl (dichloromethane). Run at time 15 hour. Yields the product C(N)(=O)C1C(N(CC1)CC1=CC=C(C=C1)Cl)=O (3-carbamoyl-1-(4-chlorobenzyl)pyrrolidin-2-one). RXN SMILES: [C:1]([CH:4]1[CH2:8][N:7]([CH2:9][C:10]2[CH:15]=[CH:14][C:13]([Cl:16])=[CH:12][CH:11]=2)[C:6](=O)[CH2:5]1)(O)=[O:2].CCN=C=NCCCN(C)C.C1C=CC2N([OH:38])N=NC=2C=1.[NH3:39]>ClCCl>[C:1]([CH:4]1[CH2:5][CH2:6][N:7]([CH2:9][C:10]2[CH:15]=[CH:14][C:13]([Cl:16])=[CH:12][CH:11]=2)[C:8]1=[O:38])(=[O:2])[NH2:39]. Procedure details: To a mixture of 4-carboxy-1-(4-chlorobenzyl)pyrrolidin-2-one (5.05 g, 20 mmol), EDCI (2.85 g, 22 mmol), HOBt (2.97 g, 22 mmol) and dichloromethane (100 mL) was added 0.5 M ammonia indioxane (60 mL, 30 mmol). The reaction mixture was stirred at room temperature for 15 h and washed with 2N HCl (3 times) and 2 N NaOH aqueous solution (100 mL×4). The organic layer was dried over anhydrous magnesium sulfate, filtered, and concentrated to afford 3-carbamoyl-1-(4-chlorobenzyl)pyrrolidin-2-one (1.49 g) ...